This data is from the Open Reaction Database (ORD), a public repository of structured organic reaction records. The task is: describe an organic reaction: reactants, conditions, products, and yield Starting materials: C(CCC)C1=NC2=C(N1CC1=CC=C(C=C1)C=1C(=CC=CC1)C(=O)OC(C)(C)C)C=CC=C2O (tert.butyl 4'-[(2-n-butyl-4-hydroxy-benzimidazol-1-yl)-methyl]biphenyl-2-carboxylate), FC(C(=O)O)(F)F (trifluoroacetic acid). Yields the product C(CCC)C1=NC2=C(N1CC1=CC=C(C=C1)C=1C(=CC=CC1)C(=O)O)C=CC=C2O (4'-[(2-n-Butyl-4-hydroxy-benzimidazol-1-yl)-methyl]biphenyl-2-carboxylic acid). RXN SMILES: [CH2:1]([C:5]1[N:9]([CH2:10][C:11]2[CH:16]=[CH:15][C:14]([C:17]3[C:18]([C:23]([O:25]C(C)(C)C)=[O:24])=[CH:19][CH:20]=[CH:21][CH:22]=3)=[CH:13][CH:12]=2)[C:8]2[CH:30]=[CH:31][CH:32]=[C:33]([OH:34])[C:7]=2[N:6]=1)[CH2:2][CH2:3][CH3:4].FC(F)(F)C(O)=O>>[CH2:1]([C:5]1[N:9]([CH2:10][C:11]2[CH:12]=[CH:13][C:14]([C:17]3[C:18]([C:23]([OH:25])=[O:24])=[CH:19][CH:20]=[CH:21][CH:22]=3)=[CH:15][CH:16]=2)[C:8]2[CH:30]=[CH:31][CH:32]=[C:33]([OH:34])[C:7]=2[N:6]=1)[CH2:2][CH2:3][CH3:4]. Procedure details: Prepared in analogous manner to Example 9 from tert.butyl 4'-[(2-n-butyl-4-hydroxy-benzimidazol-1-yl)-methyl]biphenyl-2-carboxylate and trifluoroacetic acid.